The task is: describe an organic reaction: reactants, conditions, products, and yield. This data is from the Open Reaction Database (ORD), a public repository of structured organic reaction records. The reactants are C(C(C)(C)C)(=O)OC[C@@H](OC(C)(C)C)C1=C(C2=C(N=C(S2)Cl)C=C1C)Br ((S)-2-(7-bromo-2-chloro-5-methylbenzo[d]thiazol-6-yl)-2-tert-butoxyethyl pivalate), CN1N=CC2=CC(=CC=C12)C1=CC(=CC=C1)B1OC(C(O1)(C)C)(C)C (1-methyl-5-(3-(4,4,5,5-tetramethyl-1,3,2-dioxaborolan-2-yl)phenyl)-1H-indazole), C(=O)([O-])[O-].[K+].[K+] (K2CO3), CCOC(=O)C (EtOAc). The reagents and catalysts are C=1C=CC(=CC1)[P](C=2C=CC=CC2)(C=3C=CC=CC3)[Pd]([P](C=4C=CC=CC4)(C=5C=CC=CC5)C=6C=CC=CC6)([P](C=7C=CC=CC7)(C=8C=CC=CC8)C=9C=CC=CC9)[P](C=1C=CC=CC1)(C=1C=CC=CC1)C=1C=CC=CC1 (Pd(PPh3)4). Solvent: O1CCOCC1 (dioxane). Conditions: temperature 95 celsius. The product is C(C(C)(C)C)(=O)OC[C@@H](OC(C)(C)C)C1=C(C2=C(N=C(S2)C2=CC(=CC=C2)C=2C=C3C=NN(C3=CC2)C)C=C1C)Br ((S)-2-(7-bromo-5-methyl-2-(3-(1-methyl-1H-indazol-5-yl)phenyl)benzo[d]thiazol-6-yl)-2-tert-butoxyethyl pivalate). Reaction SMILES: [C:1]([O:7][CH2:8][C@H:9]([C:15]1[C:24]([CH3:25])=[CH:23][C:18]2[N:19]=[C:20](Cl)[S:21][C:17]=2[C:16]=1[Br:26])[O:10][C:11]([CH3:14])([CH3:13])[CH3:12])(=[O:6])[C:2]([CH3:5])([CH3:4])[CH3:3].[CH3:27][N:28]1[C:36]2[C:31](=[CH:32][C:33]([C:37]3[CH:42]=[CH:41][CH:40]=[C:39](B4OC(C)(C)C(C)(C)O4)[CH:38]=3)=[CH:34][CH:35]=2)[CH:30]=[N:29]1.C([O-])([O-])=O.[K+].[K+].CCOC(C)=O>O1CCOCC1.C1C=CC([P]([Pd]([P](C2C=CC=CC=2)(C2C=CC=CC=2)C2C=CC=CC=2)([P](C2C=CC=CC=2)(C2C=CC=CC=2)C2C=CC=CC=2)[P](C2C=CC=CC=2)(C2C=CC=CC=2)C2C=CC=CC=2)(C2C=CC=CC=2)C2C=CC=CC=2)=CC=1>[C:1]([O:7][CH2:8][C@H:9]([C:15]1[C:24]([CH3:25])=[CH:23][C:18]2[N:19]=[C:20]([C:41]3[CH:40]=[CH:39][CH:38]=[C:37]([C:33]4[CH:32]=[C:31]5[C:36](=[CH:35][CH:34]=4)[N:28]([CH3:27])[N:29]=[CH:30]5)[CH:42]=3)[S:21][C:17]=2[C:16]=1[Br:26])[O:10][C:11]([CH3:14])([CH3:13])[CH3:12])(=[O:6])[C:2]([CH3:5])([CH3:4])[CH3:3] |f:2.3.4,^1:73,75,94,113|. Procedure: The reaction mixture of (S)-2-(7-bromo-2-chloro-5-methylbenzo[d]thiazol-6-yl)-2-tert-butoxyethyl pivalate (300 mg, 0.65 mmol), 1-methyl-5-(3-(4,4,5,5-tetramethyl-1,3,2-dioxaborolan-2-yl)phenyl)-1H-indazole (260 mg, 0.78 mmol), Pd(PPh3)4 (75 mg, 0.065 mmol), 2N K2CO3 (1.6 mL) in dioxane (5 mL) was heated at 95° C. for hours. After the reaction finished, the reaction mixture was diluted by EtOAc, washed by sat. NaHCO3, extracted by EtOAc, the organic phase was dried over MgSO4, filtered, concentra... Starting materials: ClS(=O)(=O)C=1C=CC(=C(C(=O)O)C1)O (5-chlorosulfonyl-2-hydroxybenzoic acid), N1CCCC1 (pyrrolidine), Cl (hydrochloric acid). Run in O1CCCC1 (tetrahydrofuran). Product: OC1=C(C(=O)O)C=C(C=C1)S(=O)(=O)N1CCCC1 (2-hydroxy-5-(pyrrolidine-1-sulfonyl)benzoic acid). RXN SMILES: Cl[S:2]([C:5]1[CH:6]=[CH:7][C:8]([OH:14])=[C:9]([CH:13]=1)[C:10]([OH:12])=[O:11])(=[O:4])=[O:3].[NH:15]1[CH2:19][CH2:18][CH2:17][CH2:16]1.Cl>O1CCCC1>[OH:14][C:8]1[CH:7]=[CH:6][C:5]([S:2]([N:15]2[CH2:19][CH2:18][CH2:17][CH2:16]2)(=[O:4])=[O:3])=[CH:13][C:9]=1[C:10]([OH:12])=[O:11]. Reported procedure: A solution of 5-chlorosulfonyl-2-hydroxybenzoic acid (0.52 g, 2.0 mmol, Matrix Scientific) in tetrahydrofuran (10 mL) was treated with pyrrolidine (1.5 g, 21 mmol) and refluxed for 2 h. This was cooled and poured into dilute aqueous hydrochloric acid and extracted into dichloromethane (2×50 mL). The combined extracts were washed with brine, dried over magnesium sulfate, filtered, and concentrated to give a solid. This was triturated with ether to give 2-hydroxy-5-(pyrrolidine-1-sulfonyl)benzoic ... Reactants: C12(CC3CC(CC(C1)C3)C2)COC2=NC=C(C(=O)OC)C=C2C2CC2 (methyl 6-(adamantan-1-ylmethoxy)-5-cyclopropylnicotinate), O.[OH-].[Li+] (lithium hydroxide monohydrate). The solvent is O1CCCC1 (tetrahydrofuran), O (water), C(C)(=O)OCC (ethyl acetate). Product: C12(CC3CC(CC(C1)C3)C2)COC2=NC=C(C(=O)O)C=C2C2CC2 (6-(adamantan-1-ylmethoxy)-5-cyclopropylnicotinic acid). As a reaction SMILES: [C:1]12([CH2:11][O:12][C:13]3[C:22]([CH:23]4[CH2:25][CH2:24]4)=[CH:21][C:16]([C:17]([O:19]C)=[O:18])=[CH:15][N:14]=3)[CH2:10][CH:5]3[CH2:6][CH:7]([CH2:9][CH:3]([CH2:4]3)[CH2:2]1)[CH2:8]2.O.[OH-].[Li+]>O1CCCC1.O.C(OCC)(=O)C>[C:1]12([CH2:11][O:12][C:13]3[C:22]([CH:23]4[CH2:25][CH2:24]4)=[CH:21][C:16]([C:17]([OH:19])=[O:18])=[CH:15][N:14]=3)[CH2:8][CH:7]3[CH2:9][CH:3]([CH2:4][CH:5]([CH2:6]3)[CH2:10]1)[CH2:2]2 |f:1.2.3|. Procedure details: A mixture of methyl 6-(adamantan-1-ylmethoxy)-5-cyclopropylnicotinate (1.17 g, 3.43 mmol) and lithium hydroxide monohydrate (0.58 g, 13.70 mmol) in tetrahydrofuran (60 mL) and water (10 mL) was refluxed for 2 h. The reaction mixture was cooled to ambient temperature and diluted with ethyl acetate (100 mL); washed with 1 M aqueous hydrochloric acid (80 mL) and brine (80 mL); dried over anhydrous sodium sulfate; filtered and concentrated in vacuo to afford the title compound which was used without... Starting materials: S1C=CC2=C1OC1=C(NC2=O)C=CC=C1 (Thieno[2,3-b][1,5]benzoxazepin-4(5H)-one), BrBr (bromine), O (water). Run in C(C)(=O)O (acetic acid), C(C)(=O)O (acetic acid). Reaction conditions: time 35 minute. Product: BrC1=CC2=C(OC3=C(NC2=O)C=CC=C3)S1 (2-bromothieno[2,3-b][1,5]benzoxazepin-4(5H)-one). Isolated yield 80.7%. Reaction SMILES: [S:1]1[C:5]2[O:6][C:7]3[CH:15]=[CH:14][CH:13]=[CH:12][C:8]=3[NH:9][C:10](=[O:11])[C:4]=2[CH:3]=[CH:2]1.[Br:16]Br.O>C(O)(=O)C>[Br:16][C:2]1[S:1][C:5]2[O:6][C:7]3[CH:15]=[CH:14][CH:13]=[CH:12][C:8]=3[NH:9][C:10](=[O:11])[C:4]=2[CH:3]=1. Procedure details: Thieno[2,3-b][1,5]benzoxazepin-4(5H)-one (2 g) was suspended in acetic acid (30 ml) and a solution of bromine (1.5 g) in acetic acid (10 ml) was added dropwise over 30 minutes. The mixture was stirred at room temperature for 35 minutes and poured into water. The precipitated crystals were collected by filtration and washed with water and diisopropyl ether to give 2-bromothieno[2,3-b][1,5]benzoxazepin-4(5H)-one (2.2 g). Reactants: COC1=CC=C(OCC(OC)=N)C=C1 (methyl 2-(4-methoxyphenoxy)acetimidate), N (ammonia), N (ammonia). The solvent is C(C)O (ethanol). Run at time 2 day. Product: COC1=CC=C(OCC(=N)N)C=C1 (2-(4-Methoxyphenoxy)acetamidine). RXN SMILES: [CH3:1][O:2][C:3]1[CH:14]=[CH:13][C:6]([O:7][CH2:8][C:9](=[NH:12])OC)=[CH:5][CH:4]=1.[NH3:15]>C(O)C>[CH3:1][O:2][C:3]1[CH:4]=[CH:5][C:6]([O:7][CH2:8][C:9]([NH2:12])=[NH:15])=[CH:13][CH:14]=1. Procedure details: 23.9 g (0.122 mole) of methyl 2-(4-methoxyphenoxy)acetimidate are added to a solution, maintained at 10° C., of 10.4 g (0.61 mole) of ammonia in 480 ml of absolute ethanol. The reaction mixture is left for 2 days at room temperature and the excess ammonia is then driven off with a stream of nitrogen. The solution obtained is used in the next step without further purification. The reactants are FC1=C(C(=CC=C1)F)N1CCS(CC1)(=O)=O (4-(2,6-difluorophenyl)thiomorpholine 1,1-dioxide), [N+](=O)(O)[O-] (nitric acid), O (water). Run in C(C)(=O)O (acetic acid). Reaction conditions: time 18 hour. Product: FC1=C(C(=CC(=C1)[N+](=O)[O-])F)N1CCS(CC1)(=O)=O (4-(2,6-difluoro-4-nitrophenyl)thiomorpholine 1,1-dioxide). As a reaction SMILES: [F:1][C:2]1[CH:7]=[CH:6][CH:5]=[C:4]([F:8])[C:3]=1[N:9]1[CH2:14][CH2:13][S:12](=[O:16])(=[O:15])[CH2:11][CH2:10]1.[N+:17]([O-])([OH:19])=[O:18].O>C(O)(=O)C>[F:8][C:4]1[CH:5]=[C:6]([N+:17]([O-:19])=[O:18])[CH:7]=[C:2]([F:1])[C:3]=1[N:9]1[CH2:10][CH2:11][S:12](=[O:16])(=[O:15])[CH2:13][CH2:14]1. Procedure: To a suspension of 4-(2,6-difluorophenyl)thiomorpholine 1,1-dioxide (Step 1, 300 g, 1.21 mol) in 3 L of acetic acid, nitric acid (255 mL, ca. 6 mol, fuming, 90%) is added over 30 minutes at ambient temperature. A yellow precipitate forms within minutes and increases over time. The reaction is kept at room temperature for 18 h and is then poured into 6 L of water. After stirring for 2 h, the yellow suspension is filtered. The precipitate is washed with water (1.5 L×3) and ethanol (0.5 L×2) and dr... Starting materials: Brc1cccc2ccoc12, CC(C)(C)OC(=O)N1CCNCC1, CC(C)(C)[O-], Cc1ccccc1, O=C(C=Cc1ccccc1)C=Cc1ccccc1, O=C(C=Cc1ccccc1)C=Cc1ccccc1, [Na+], [Pd], Cc1ccccc1P(c1ccccc1C)c1ccccc1C. The product is CC(C)(C)OC(=O)N1CCN(c2cccc3ccoc23)CC1. RXN SMILES: [Br:42][c:43]1[cH:44][cH:45][cH:46][c:47]2[c:48]1[o:49][cH:50][cH:51]2.[C:29]([CH3:30])([CH3:31])([CH3:32])[O:33][C:34](=[O:35])[N:36]1[CH2:37][CH2:38][NH:39][CH2:40][CH2:41]1.[CH3:23][C:24]([CH3:25])([O-:26])[CH3:27].[CH3:52][c:53]1[cH:54][cH:55][cH:56][cH:57][cH:58]1.[CH:60](=[CH:61][C:62]([CH:63]=[CH:64][c:65]1[cH:66][cH:67][cH:68][cH:69][cH:70]1)=[O:71])[c:72]1[cH:73][cH:74][cH:75][cH:76][cH:77]1.[CH:78](=[CH:79][C:80]([CH:81]=[CH:82][c:83]1[cH:84][cH:85][cH:86][cH:87][cH:88]1)=[O:89])[c:90]1[cH:91][cH:92][cH:93][cH:94][cH:95]1.[Na+:28].[Pd:59].[c:1]1([CH3:2])[cH:3][cH:4][cH:5][cH:6][c:7]1[P:8]([c:9]1[cH:10][cH:11][cH:12][cH:13][c:14]1[CH3:15])[c:16]1[cH:17][cH:18][cH:19][cH:20][c:21]1[CH3:22]>>[C:29]([CH3:30])([CH3:31])([CH3:32])[O:33][C:34](=[O:35])[N:36]1[CH2:37][CH2:38][N:39]([c:43]2[cH:44][cH:45][cH:46][c:47]3[c:48]2[o:49][cH:50][cH:51]3)[CH2:40][CH2:41]1. The reactants are Fc1ccc(Br)c(OC2CCN(c3noc(-c4cc[nH]c4)n3)CC2)c1, CCOC(=O)CBr, Cl, [H-], [Na+], CN(C)C=O. The product is CCOC(=O)Cn1ccc(-c2nc(N3CCC(Oc4cc(F)ccc4Br)CC3)no2)c1. As a reaction SMILES: [Br:1][c:2]1[c:3]([O:4][CH:5]2[CH2:6][CH2:7][N:8]([c:11]3[n:12][o:13][c:14](-[c:16]4[cH:17][nH:18][cH:19][cH:20]4)[n:15]3)[CH2:9][CH2:10]2)[cH:21][c:22]([F:25])[cH:23][cH:24]1.[Br:28][CH2:29][C:30](=[O:31])[O:32][CH2:33][CH3:34].[ClH:35].[H-:26].[Na+:27].[O:36]=[CH:37][N:38]([CH3:39])[CH3:40]>>[Br:1][c:2]1[c:3]([O:4][CH:5]2[CH2:6][CH2:7][N:8]([c:11]3[n:12][o:13][c:14](-[c:16]4[cH:17][n:18]([CH2:29][C:30](=[O:31])[O:32][CH2:33][CH3:34])[cH:19][cH:20]4)[n:15]3)[CH2:9][CH2:10]2)[cH:21][c:22]([F:25])[cH:23][cH:24]1.